From a dataset of the Open Reaction Database (ORD), a public repository of structured organic reaction records. describe an organic reaction: reactants, conditions, products, and yield The reactants are FC1=C(C=C(C=C1)[N+](=O)[O-])N1N=NNC1=S (1-(2-fluoro-5-nitrophenyl)-1,4-dihydro-5H-tetrazol-5-thione), [Na] (sodium). The product is FC1=C(C=C(C=C1)[N+](=O)[O-])N=C=S (2-fluoro-5-nitrophenyl isothiocyanate). As a reaction SMILES: [F:1][C:2]1[CH:7]=[CH:6][C:5]([N+:8]([O-:10])=[O:9])=[CH:4][C:3]=1[N:11]1[C:15](=[S:16])NN=N1.[Na]>>[F:1][C:2]1[CH:7]=[CH:6][C:5]([N+:8]([O-:10])=[O:9])=[CH:4][C:3]=1[N:11]=[C:15]=[S:16] |^1:16|. Procedure details: 1-(2-fluoro-5-nitrophenyl)-1,4-dihydro-5H-tetrazol-5-thione and its sodium salt; The reactants are O=C([O-])[O-], COCCOC, CCCN(CCC)c1c([N+](=O)[O-])cc(S(=O)(=O)NC)cc1[N+](=O)[O-], CCCCOC(=O)Cl, [K+], [K+]. Yields the product CCCCOC(=O)N(C)S(=O)(=O)c1cc([N+](=O)[O-])c(N(CCC)CCC)c([N+](=O)[O-])c1. As a reaction SMILES: [C:33](=[O:34])([O-:35])[O-:36].[CH2:39]([CH2:40][O:41][CH3:42])[O:43][CH3:44].[CH3:1][NH:2][S:3](=[O:4])([c:5]1[cH:6][c:7]([N+:21](=[O:22])[O-:23])[c:8]([N:14]([CH2:15][CH2:16][CH3:17])[CH2:18][CH2:19][CH3:20])[c:9]([N+:11](=[O:12])[O-:13])[cH:10]1)=[O:24].[Cl:25][C:26](=[O:27])[O:28][CH2:29][CH2:30][CH2:31][CH3:32].[K+:37].[K+:38]>>[CH3:1][N:2]([S:3](=[O:4])([c:5]1[cH:6][c:7]([N+:21](=[O:22])[O-:23])[c:8]([N:14]([CH2:15][CH2:16][CH3:17])[CH2:18][CH2:19][CH3:20])[c:9]([N+:11](=[O:12])[O-:13])[cH:10]1)=[O:24])[C:26](=[O:27])[O:28][CH2:29][CH2:30][CH2:31][CH3:32].